From a dataset of the Open Reaction Database (ORD), a public repository of structured organic reaction records. describe an organic reaction: reactants, conditions, products, and yield Reactants: C=1C=CC(=CC1)N(C=2C=CC=CC2)C. Reagents/catalysts: OC(C)(C)C(O)(C)C, O1BOC=2C=CC=CC12, N(CC)(CC)CC, FC=1C(F)=C(F)C(B(C=2C(F)=C(F)C(F)=C(F)C2F)C=3C(F)=C(F)C(F)=C(F)C3F)=C(F)C1F. Solvent: C=1C=CC(=CC1)C. Conditions: temperature 120 celsius, time 48 hour. Yields the product O1B(OC(C)(C)C1(C)C)C2=CC=C(C=C2)N(C=3C=CC=CC3)C. Yield: 35.0%. Procedure details: Prepared from N-methyl-N-phenylaniline (1c, 55.0 mg, 0.300 mmol, 1.00 equiv) and catBH (54.0 mg, 0.450 mmol, 1.50 equiv) according to GP 1. The title compound was purified by flash column chromatography using cyclohexane/EtOAc/Et3N (30/1/1) as eluent to afford 3c (32.5 mg, 35%) as a white solid. Reactants: Cc1ccc(F)cc1C(=O)Nc1ccc(C(=O)Cl)cn1, CCN(C(C)C)C(C)C, ClCCl, c1ccc2c(c1)CNc1cccnc1O2. The product is Cc1ccc(F)cc1C(=O)Nc1ccc(C(=O)N2Cc3ccccc3Oc3ncccc32)cn1. Reaction SMILES: [CH3:16][c:17]1[c:18]([C:19](=[O:20])[NH:21][c:22]2[n:23][cH:24][c:25]([C:28](=[O:29])[Cl:30])[cH:26][cH:27]2)[cH:31][c:32]([F:35])[cH:33][cH:34]1.[CH:36]([N:37]([CH2:38][CH3:39])[CH:40]([CH3:41])[CH3:42])([CH3:43])[CH3:44].[Cl:45][CH2:46][Cl:47].[n:1]1[cH:2][cH:3][cH:4][c:5]2[c:6]1[O:7][c:8]1[c:9]([cH:12][cH:13][cH:14][cH:15]1)[CH2:10][NH:11]2>>[n:1]1[cH:2][cH:3][cH:4][c:5]2[c:6]1[O:7][c:8]1[c:9]([cH:12][cH:13][cH:14][cH:15]1)[CH2:10][N:11]2[C:28]([c:25]1[cH:24][n:23][c:22]([NH:21][C:19]([c:18]2[c:17]([CH3:16])[cH:34][cH:33][c:32]([F:35])[cH:31]2)=[O:20])[cH:27][cH:26]1)=[O:29]. Starting materials: C(CC(=O)OCC)(=O)OCC (diethyl malonate), ClC1=C(N)C=CC(=C1)Cl (2,4-dichloro aniline). Run at temperature 200 celsius. The product is ClC1=C(C=CC(=C1)Cl)NC(CC(=O)NC1=C(C=C(C=C1)Cl)Cl)=O (N,N′-bis-(2,4-dichloro-phenyl)-malonamide). RXN SMILES: [C:1]([O:9]CC)(=O)[CH2:2][C:3]([O:5]CC)=O.[Cl:12][C:13]1[CH:19]=[C:18]([Cl:20])[CH:17]=[CH:16][C:14]=1[NH2:15]>>[Cl:12][C:13]1[CH:19]=[C:18]([Cl:20])[CH:17]=[CH:16][C:14]=1[NH:15][C:3](=[O:5])[CH2:2][C:1]([NH:15][C:14]1[CH:16]=[CH:17][C:18]([Cl:20])=[CH:19][C:13]=1[Cl:12])=[O:9]. Procedure details: A mixture of diethyl malonate (24 g, 0.15 mol) and 2,4-dichloro aniline (60.8 g, 2.5 eq) was heated at 200° C. upon passing nitrogen gas stream to distil out ethanol. Six hours later, the reactants were cooled to room temperature with adding diethylether. The solids produced were filtered and washed with diethylether (yield: 48 g, 82%): 1H NMR (CDCl3) δ10.04 (s, 2H) 8.04 (d, J=9 Hz, 2H) 7.42 (m, 2H) 7.26, (dd, J=2.4, 9 Hz, 2H) 3.74 (s, 2H) Reactants: C(C)(C)N=C=NC=1C=NC=CC1 (N-isopropyl-N'-3-pyridylcarbodiimide), C(C)(C)(C)N=C=NC=1C=NC=CC1 (N-tert-butyl-N'-3-pyridylcarbodiimide). Product: C(#N)N=C(NC(C)C)NC=1C=NC=CC1 (N"-cyano-N-isopropyl-N'-3-pyridylguanidine). Reaction SMILES: [CH:1]([N:4]=[C:5]=[N:6][C:7]1[CH:8]=[N:9][CH:10]=[CH:11][CH:12]=1)([CH3:3])[CH3:2].C([N:17]=[C:18]=[N:19]C1C=NC=CC=1)(C)(C)C>>[C:18]([N:19]=[C:5]([NH:6][C:7]1[CH:8]=[N:9][CH:10]=[CH:11][CH:12]=1)[NH:4][CH:1]([CH3:3])[CH3:2])#[N:17]. Reported procedure: By following the procedure of Example 1, but substituting N-isopropyl-N'-3-pyridylcarbodiimide for the N-tert-butyl-N'-3-pyridylcarbodiimide, the N"-cyano-N-isopropyl-N'-3-pyridylguanidine was obtained with a melting point of 154.5°-155.0° C. Warning: Strongly exothermic reaction was observed in this case. RXN SMILES: [CH3:1][O:2][CH2:3][CH:4]([O:5][c:6]1[cH:7][c:8](-[c:23]2[n:24]([C:33]([O:34][C:35]([CH3:36])([CH3:37])[CH3:38])=[O:39])[c:25](-[c:28]3[s:29][cH:30][cH:31][n:32]3)[cH:26][cH:27]2)[cH:9][c:10]([O:12][c:13]2[cH:14][cH:15][c:16]([S:19](=[O:20])(=[O:21])[CH3:22])[cH:17][cH:18]2)[cH:11]1)[CH3:40].[Cl:48][CH2:49][Cl:50].[OH:41][C:42]([C:43]([F:44])([F:45])[F:46])=[O:47]>>[CH3:1][O:2][CH2:3][CH:4]([O:5][c:6]1[cH:7][c:8](-[c:23]2[nH:24][c:25](-[c:28]3[s:29][cH:30][cH:31][n:32]3)[cH:26][cH:27]2)[cH:9][c:10]([O:12][c:13]2[cH:14][cH:15][c:16]([S:19](=[O:20])(=[O:21])[CH3:22])[cH:17][cH:18]2)[cH:11]1)[CH3:40]. Product: COCC(C)Oc1cc(Oc2ccc(S(C)(=O)=O)cc2)cc(-c2ccc(-c3nccs3)[nH]2)c1. Starting materials: COCC(C)Oc1cc(Oc2ccc(S(C)(=O)=O)cc2)cc(-c2ccc(-c3nccs3)n2C(=O)OC(C)(C)C)c1, ClCCl, O=C(O)C(F)(F)F. Starting materials: CCC(O)c1nc(C)nc2c1COCN2c1c(C)cc(C)cc1C, CN=C=O, CN(C)c1ccccn1, ClCCl. Yields the product CCC(OC(=O)NC)c1nc(C)nc2c1COCN2c1c(C)cc(C)cc1C. RXN SMILES: [CH3:1][c:2]1[n:3][c:4]([CH:21]([CH2:22][CH3:23])[OH:24])[c:5]2[c:6]([n:20]1)[N:7]([c:11]1[c:12]([CH3:19])[cH:13][c:14]([CH3:18])[cH:15][c:16]1[CH3:17])[CH2:8][O:9][CH2:10]2.[CH3:25][N:26]=[C:27]=[O:28].[CH3:29][N:30]([c:31]1[cH:32][cH:33][cH:34][cH:35][n:36]1)[CH3:37].[Cl:38][CH2:39][Cl:40]>>[CH3:1][c:2]1[n:3][c:4]([CH:21]([CH2:22][CH3:23])[O:24][C:27]([NH:26][CH3:25])=[O:28])[c:5]2[c:6]([n:20]1)[N:7]([c:11]1[c:12]([CH3:19])[cH:13][c:14]([CH3:18])[cH:15][c:16]1[CH3:17])[CH2:8][O:9][CH2:10]2.